describe an organic reaction: reactants, conditions, products, and yield From a dataset of the Open Reaction Database (ORD), a public repository of structured organic reaction records. Reactants: CCO, Cl, NO, [Na+], [Na+], O=C([O-])[O-], O, N#Cc1ccc(S(N)(=O)=O)s1. Product: N=C(NO)c1ccc(S(N)(=O)=O)s1. RXN SMILES: [CH3:22][CH2:23][OH:24].[ClH:12].[NH2:13][OH:14].[Na+:15].[Na+:16].[O-:17][C:18](=[O:19])[O-:20].[OH2:21].[S:1]([NH2:2])(=[O:3])(=[O:4])[c:5]1[cH:6][cH:7][c:8]([C:10]#[N:11])[s:9]1>>[S:1]([NH2:2])(=[O:3])(=[O:4])[c:5]1[cH:6][cH:7][c:8]([C:10](=[NH:11])[NH:13][OH:14])[s:9]1. Starting materials: CC1=C2CC(NC2=CC=C1)=O (4-Methyl-1,3-dihydro-indol-2-one), O=C1OCCC=2C1=CNC2C=O (4-oxo-2,4,6,7-tetrahydro-pyrano[3,4-c]pyrrole-1-carbaldehyde). Product: CC1=C2C(C(NC2=CC=C1)=O)=CC1=C2C(=CN1)C(OCC2)=O (1-(4-Methyl-2-oxo-1,2-dihydro-indol-3-ylidenemethyl)-6,7-dihydro-2H-pyrano[3,4-c]pyrrol-4-one). RXN SMILES: [CH3:1][C:2]1[CH:10]=[CH:9][CH:8]=[C:7]2[C:3]=1[CH2:4][C:5](=[O:11])[NH:6]2.[O:12]=[C:13]1[C:18]2=[CH:19][NH:20][C:21]([CH:22]=O)=[C:17]2[CH2:16][CH2:15][O:14]1>>[CH3:1][C:2]1[CH:10]=[CH:9][CH:8]=[C:7]2[C:3]=1[C:4](=[CH:22][C:21]1[NH:20][CH:19]=[C:18]3[C:13](=[O:12])[O:14][CH2:15][CH2:16][C:17]=13)[C:5](=[O:11])[NH:6]2. Procedure details: 4-Methyl-1,3-dihydro-indol-2-one was condensed with 4-oxo-2,4,6,7-tetrahydro-pyrano[3,4-c]pyrrole-1-carbaldehyde to give the title compound. Reactants: FC1=CC=C(C=C1)CC=1C(NN=CC1C1=CC=C(C=C1)S(=O)(=O)C)=O (4-(4-fluorophenylmethyl)-5-[4-(methylsulfonyl)phenyl]-3(2H)-pyridazinone), BrC1=CC(=C(C=C1)F)F (1-bromo-3,4-difluorobenzene), N (NH3). Solvent: O (H2O). Product: FC=1C=C(C=CC1F)N1N=CC(=C(C1=O)CC1=CC=C(C=C1)F)C1=CC=C(C=C1)S(=O)(=O)C (3,4-Difluorophenyl-4-(4-fluorobenzyl)-5-[4-(methylsulfonyl)phenyl]-3(2H)-pyridazinone). RXN SMILES: [F:1][C:2]1[CH:7]=[CH:6][C:5]([CH2:8][C:9]2[C:10](=[O:25])[NH:11][N:12]=[CH:13][C:14]=2[C:15]2[CH:20]=[CH:19][C:18]([S:21]([CH3:24])(=[O:23])=[O:22])=[CH:17][CH:16]=2)=[CH:4][CH:3]=1.Br[C:27]1[CH:32]=[CH:31][C:30]([F:33])=[C:29]([F:34])[CH:28]=1.N>O>[F:33][C:30]1[CH:31]=[C:32]([N:11]2[C:10](=[O:25])[C:9]([CH2:8][C:5]3[CH:6]=[CH:7][C:2]([F:1])=[CH:3][CH:4]=3)=[C:14]([C:15]3[CH:20]=[CH:19][C:18]([S:21]([CH3:24])(=[O:23])=[O:22])=[CH:17][CH:16]=3)[CH:13]=[N:12]2)[CH:27]=[CH:28][C:29]=1[F:34]. Procedure: The title compound was prepared according to the method of Example 62 substituting 4-(4-fluorophenylmethyl)-5-[4-(methylsulfonyl)phenyl]-3(2H)-pyridazinone in place of 4-(4-fluorophenyl)-5-[4-(methylsulfonyl)phenyl]-3(2H)-pyridazinone and substituting 1-bromo-3,4-difluorobenzene in place of 4-iodo-1-fluorobenzene (yield: 0.085 g, 54%). mp 157-159° C. 1H NMR (300 MHz, DMSO d6) δ 3.30 (s, 3H), 3.88 (bs, 2H), 7.04 (m, 4H), 7.49-7.66 (m, 2H), 7.70 (m, 2H), 7.81 (m, 1H), 8.12 (s, 1H). MS (DCI/NH3) m/... The reactants are C(C)(C)[C@@H]1NC(OC1)=O ((S)-4-isopropyloxazolidin-2-one), ClC1=NC=2N(C=C1)N=CC2 (5-chloropyrazolo[1,5-a]pyrimidine), BrC=1C=NN2C1N=C(C=C2)Cl (3-bromo-5-chloropyrazolo[1,5-a]pyrimidine). The product is CC1CN(C(O1)=O)C1=NC=2N(C=C1)N=CC2 (5-Methyl-3-(pyrazolo[1,5-a]pyrimidin-5-yl)oxazolidin-2-one). Isolated yield 48.0%. As a reaction SMILES: C([C@H:4]1[CH2:8][O:7][C:6](=[O:9])[NH:5]1)(C)C.Cl[C:11]1[CH:16]=[CH:15][N:14]2[N:17]=[CH:18][CH:19]=[C:13]2[N:12]=1.Br[C:21]1C=NN2C=CC(Cl)=NC=12>>[CH3:21][CH:8]1[O:7][C:6](=[O:9])[N:5]([C:11]2[CH:16]=[CH:15][N:14]3[N:17]=[CH:18][CH:19]=[C:13]3[N:12]=2)[CH2:4]1. Procedure: 5-Methyl-3-(pyrazolo[1,5-a]pyrimidin-5-yl)oxazolidin-2-one (0.170 g, 48%) was prepared by the procedure described in Example 1, Step 4, substituting 5-methyloxazolidin-2-one (0.494 g, 4.88 mmol) for (S)-4-isopropyloxazolidin-2-one and 5-chloropyrazolo[1,5-a]pyrimidine (0.250 g, 1.63 mmol) for 3-bromo-5-chloropyrazolo[1,5-a]pyrimidine. Starting materials: BrC1=C(CBr)C=CC=C1 (2-Bromobenzyl bromide), C1(=CC=CC=C1)C1CNCCO1 (2-Phenyl-morpholine), C([O-])([O-])=O.[K+].[K+] (potassium carbonate). The solvent is C(C)#N (acetonitrile). Conditions: time 8 hour. Yields the product BrC1=C(CN2CC(OCC2)C2=CC=CC=C2)C=CC=C1 (4-(2-Bromo-benzyl)-2-phenyl-morpholine). The yield is 51.7%. As a reaction SMILES: [Br:1][C:2]1[CH:9]=[CH:8][CH:7]=[CH:6][C:3]=1[CH2:4]Br.[C:10]1([CH:16]2[O:21][CH2:20][CH2:19][NH:18][CH2:17]2)[CH:15]=[CH:14][CH:13]=[CH:12][CH:11]=1.C(=O)([O-])[O-].[K+].[K+]>C(#N)C>[Br:1][C:2]1[CH:9]=[CH:8][CH:7]=[CH:6][C:3]=1[CH2:4][N:18]1[CH2:19][CH2:20][O:21][CH:16]([C:10]2[CH:15]=[CH:14][CH:13]=[CH:12][CH:11]=2)[CH2:17]1 |f:2.3.4|. Procedure: 1.877 g of 2-Bromobenzyl bromide and 1 g of 2-Phenyl-morpholine in 15 mL of acetonitrile were stirred at room temperature and 2.076 g of potassium carbonate was added. The reaction was stirred at room temperature overnight. The solution was filtered through Celite and concentrated in vacuo to afford a brown solid. Purification by flash chromatography afforded 1.052 g of product. 63% yield ES MS m/z 332 The reactants are C(C)OC([C@@H](NC(N(N)C)=O)C)=O (2-azaalanylalanine ethyl ester), C(C)(=O)N[C@@H](C)C(=O)N[C@@H](C)C(=O)N1[C@H](C(=O)O)CCC1 (acetylalanylalanylproline), CN1CCOCC1 (N-methylmorpholine), ClC(=O)OCC(C)C (isobutyl chloroformate). The solvent is O1CCCC1 (tetrahydrofuran), O1CCCC1 (tetrahydrofuran). Conditions: temperature -20 celsius, time 10 minute. Yields the product C(C)OC([C@@H](NC(N(NC([C@H]1N(CCC1)C([C@@H](NC([C@@H](NC(C)=O)C)=O)C)=O)=O)C)=O)C)=O (acetylalanylalanylprolyl-2-azaalanylalanine ethyl ester). As a reaction SMILES: [C:1]([NH:4][C@H:5]([C:7]([NH:9][C@H:10]([C:12]([N:14]1[CH2:21][CH2:20][CH2:19][C@H:15]1[C:16]([OH:18])=O)=[O:13])[CH3:11])=[O:8])[CH3:6])(=[O:3])[CH3:2].CN1CCOCC1.ClC(OCC(C)C)=O.[CH2:37]([O:39][C:40](=[O:49])[C@H:41]([CH3:48])[NH:42][C:43](=[O:47])[N:44]([CH3:46])[NH2:45])[CH3:38]>O1CCCC1>[CH2:37]([O:39][C:40](=[O:49])[C@H:41]([CH3:48])[NH:42][C:43](=[O:47])[N:44]([CH3:46])[NH:45][C:16](=[O:18])[C@@H:15]1[CH2:19][CH2:20][CH2:21][N:14]1[C:12](=[O:13])[C@H:10]([CH3:11])[NH:9][C:7](=[O:8])[C@H:5]([CH3:6])[NH:4][C:1](=[O:3])[CH3:2])[CH3:38]. Procedure details: To a solution of acetylalanylalanylproline (3 mmole) and N-methylmorpholine (3 mmole) in dry tetrahydrofuran (110 ml) at -20° to -25° C. is added isobutyl chloroformate (3 mmole) and stirred at -20° C. for 10 minutes. A solution of 2-azaalanylalanine ethyl ester (3 mmole) in tetrahydrofuran (15 ml) is added dropwise. The resulting mixture is allowed to warm to room temperature over a period of 1 hour and stirred overnight. The precipitate is filtered off and the filtrate is concentrated to dryne... The reactants are O (water), solution, [F-].C(CCC)[N+](CCCC)(CCCC)CCCC (tetrabutylammonium fluoride), [Si](C)(C)(C(C)(C)C)OCCCOC1=C(C=C(C=C1)C1=CC=C(C=C1)C(=O)OCC)C1=CC=2C(CCC(C2C=C1)(C)C)(C)C (ethyl 4′-[3-(tert-butyldimethylsilanyloxy)propoxy]-3′-(5,5,8,8-tetramethyl-5,6,7,8-tetrahydronaphthalen-2-yl)biphenyl-4-carboxylate). The solvent is O1CCCC1 (tetrahydrofuran). Run at time 4 hour. Yields the product OCCCOC1=C(C=C(C=C1)C1=CC=C(C=C1)C(=O)OCC)C1=CC=2C(CCC(C2C=C1)(C)C)(C)C (ethyl 4′-(3-hydroxypropoxy)-3′-(5,5,8,8-tetramethyl-5,6,7,8-tetrahydronaphthalen-2-yl)biphenyl-4-carboxylate), oil. Isolated yield 89.0%. As a reaction SMILES: [F-].C([N+](CCCC)(CCCC)CCCC)CCC.[Si]([O:26][CH2:27][CH2:28][CH2:29][O:30][C:31]1[CH:36]=[CH:35][C:34]([C:37]2[CH:42]=[CH:41][C:40]([C:43]([O:45][CH2:46][CH3:47])=[O:44])=[CH:39][CH:38]=2)=[CH:33][C:32]=1[C:48]1[CH:57]=[CH:56][C:55]2[C:54]([CH3:59])([CH3:58])[CH2:53][CH2:52][C:51]([CH3:61])([CH3:60])[C:50]=2[CH:49]=1)(C(C)(C)C)(C)C.O>O1CCCC1>[OH:26][CH2:27][CH2:28][CH2:29][O:30][C:31]1[CH:36]=[CH:35][C:34]([C:37]2[CH:38]=[CH:39][C:40]([C:43]([O:45][CH2:46][CH3:47])=[O:44])=[CH:41][CH:42]=2)=[CH:33][C:32]=1[C:48]1[CH:57]=[CH:56][C:55]2[C:54]([CH3:59])([CH3:58])[CH2:53][CH2:52][C:51]([CH3:60])([CH3:61])[C:50]=2[CH:49]=1 |f:0.1|. Reported procedure: 6.9 ml (6.9 mmol) of a solution of tetrabutylammonium fluoride (1M) are added to a solution of 2.75 g (4.6 mmol) of ethyl 4′-[3-(tert-butyldimethylsilanyloxy)propoxy]-3′-(5,5,8,8-tetramethyl-5,6,7,8-tetrahydronaphthalen-2-yl)biphenyl-4-carboxylate in 20 ml of tetrahydrofuran, in a three-necked flask. The reaction mixture is stirred for 4 h at ambient temperature. The reaction is stopped by adding 20 ml of water and the mixture is then extracted with ethyl acetate. The organic phases are combined...